This data is from the Open Reaction Database (ORD), a public repository of structured organic reaction records. The task is: describe an organic reaction: reactants, conditions, products, and yield The reactants are O(C1=CC=CC=C1)CC1=CC=C(C=C1)CO (4-Phenoxymethylphenylmethanol), COC([C@@H](CC1=CC=CC=C1)N=C=O)=O ((R)-2-isocyanato-3-phenyl-propionic acid methyl ester). The reagents and catalysts are CN(C1=CC=NC=C1)C (4-dimethylaminopyridine). Reaction conditions: time 20 minute. Yields the product COC([C@@H](CC1=CC=CC=C1)NC(=O)OCC1=CC=C(C=C1)COC1=CC=CC=C1)=O ((R)-2-(4-Phenoxymethyl-benzyloxycarbonylamino)-3-phenyl-propionic acid methyl ester). Isolated yield 95.4%. RXN SMILES: [O:1]([CH2:8][C:9]1[CH:14]=[CH:13][C:12]([CH2:15][OH:16])=[CH:11][CH:10]=1)[C:2]1[CH:7]=[CH:6][CH:5]=[CH:4][CH:3]=1.[CH3:17][O:18][C:19](=[O:31])[C@H:20]([N:28]=[C:29]=[O:30])[CH2:21][C:22]1[CH:27]=[CH:26][CH:25]=[CH:24][CH:23]=1>CN(C)C1C=CN=CC=1>[CH3:17][O:18][C:19](=[O:31])[C@H:20]([NH:28][C:29]([O:16][CH2:15][C:12]1[CH:11]=[CH:10][C:9]([CH2:8][O:1][C:2]2[CH:7]=[CH:6][CH:5]=[CH:4][CH:3]=2)=[CH:14][CH:13]=1)=[O:30])[CH2:21][C:22]1[CH:23]=[CH:24][CH:25]=[CH:26][CH:27]=1. Reported procedure: (R)-Phenylalanine methyl ester hydrochloride (6.5 g, 30 mmol) was dissolved in methylene chloride and cooled to 0C. Phosgene (2M in toluene, 21.0 ml, 42.0 mmol) was added followed by pyridine (9.0 ml, 111 mmol). The mixture was allowed to warm to room temperature and was stirred for three hours. The mixture was then poured into dilute HCl. The layers were separated. The organic extracts were washed, dried, and concentrated to give about 5.8 g of a clear oil of (R)-2-isocyanato-3-phenyl-propionic...